Dataset: the Open Reaction Database (ORD), a public repository of structured organic reaction records. Task: describe an organic reaction: reactants, conditions, products, and yield Starting materials: ClC1=NC(=CC2=CC=CC=C12)NC1=NNC=C1 ((1-chloro-isoquinolin-3-yl)-(1H-pyrazol-3-yl)-amine), CC(CO)C (2-methyl-propan-1-ol). Product: C(C(C)C)OC1=NC(=CC2=CC=CC=C12)NC1=NNC=C1 ((1-isobutoxy-isoquinolin-3-yl)-(1H-pyrazol-3-yl)-amine). Reaction SMILES: Cl[C:2]1[C:11]2[C:6](=[CH:7][CH:8]=[CH:9][CH:10]=2)[CH:5]=[C:4]([NH:12][C:13]2[CH:17]=[CH:16][NH:15][N:14]=2)[N:3]=1.[CH3:18][CH:19]([CH3:22])[CH2:20][OH:21]>>[CH2:20]([O:21][C:2]1[C:11]2[C:6](=[CH:7][CH:8]=[CH:9][CH:10]=2)[CH:5]=[C:4]([NH:12][C:13]2[CH:17]=[CH:16][NH:15][N:14]=2)[N:3]=1)[CH:19]([CH3:22])[CH3:18]. Reported procedure: Similar procedure as described in example 10 was used, starting from (1-chloro-isoquinolin-3-yl)-(1H-pyrazol-3-yl)-amine and 2-methyl-propan-1-ol to give (1-isobutoxy-isoquinolin-3-yl)-(1H-pyrazol-3-yl)-amine. LC-MS m/e 283(MH+).